This data is from the Open Reaction Database (ORD), a public repository of structured organic reaction records. The task is: describe an organic reaction: reactants, conditions, products, and yield Reactants: C(C)(=O)O[BH-](OC(C)=O)OC(C)=O.[Na+] (Sodium triacetoxyborohydride), N[C@H]1CC(N(C1)C=1C=CC2=C(NC(CO2)=O)C1)=O (6-[(4S)-4-Amino-2-oxopyrrolidin-1-yl]-2H-1,4-benzoxazin-3(4H)-one), COC1=CC=C2N=CC(N(C2=C1)CCC=O)=O (3-(7-methoxy-2-oxoquinoxalin-1(2H)-yl)propanal), S(=O)(=O)([O-])[O-].[Na+].[Na+] (Sodium sulfate), C(O)([O-])=O.[Na+] (sodium hydrogen carbonate). The solvent is ClCCl (dichloromethane), CN(C=O)C (N,N-dimethylformamide). Run at time 5.5 hour. Yields the product COC1=CC=C2N=CC(N(C2=C1)CCCN[C@H]1CC(N(C1)C=1C=CC2=C(NC(CO2)=O)C1)=O)=O (6-[(4S)-4-{[3-(7-methoxy-2-oxoquinoxalin-1(2H)-yl)propyl]amino}-2-oxopyrrolidin-1-yl]-2H-1,4-benzoxazin-3(4H)-one). The yield is 57.8%. As a reaction SMILES: [NH2:1][C@@H:2]1[CH2:6][N:5]([C:7]2[CH:8]=[CH:9][C:10]3[O:15][CH2:14][C:13](=[O:16])[NH:12][C:11]=3[CH:17]=2)[C:4](=[O:18])[CH2:3]1.[CH3:19][O:20][C:21]1[CH:30]=[C:29]2[C:24]([N:25]=[CH:26][C:27](=[O:35])[N:28]2[CH2:31][CH2:32][CH:33]=O)=[CH:23][CH:22]=1.S([O-])([O-])(=O)=O.[Na+].[Na+].C(O[BH-](OC(=O)C)OC(=O)C)(=O)C.[Na+].C(=O)([O-])O.[Na+]>CN(C)C=O.ClCCl>[CH3:19][O:20][C:21]1[CH:30]=[C:29]2[C:24]([N:25]=[CH:26][C:27](=[O:35])[N:28]2[CH2:31][CH2:32][CH2:33][NH:1][C@@H:2]2[CH2:6][N:5]([C:7]3[CH:8]=[CH:9][C:10]4[O:15][CH2:14][C:13](=[O:16])[NH:12][C:11]=4[CH:17]=3)[C:4](=[O:18])[CH2:3]2)=[CH:23][CH:22]=1 |f:2.3.4,5.6,7.8|. Procedure details: 6-[(4S)-4-Amino-2-oxopyrrolidin-1-yl]-2H-1,4-benzoxazin-3(4H)-one (330 mg, 1.21 mmol) and 3-(7-methoxy-2-oxoquinoxalin-1(2H)-yl)propanal (Reference Example 8; 281 mg, 1.21 mmol) were dissolved in N,N-dimethylformamide (8.8 ml). Sodium sulfate (1.4 g) was added to this solution and the mixture was stirred at room temperature for 5.5 hours. Sodium triacetoxyborohydride (386 mg, 1.82 mmol) was added to the reaction solution and the mixture was stirred at room temperature for 2 days. After completio... Product: BrC1=CC=C(C(=N1)C1=NC2=C(N1)C=CC=C2F)O (6-bromo-2-(4-fluoro-1H-benzo[d]imidazol-2-yl)pyridin-3-ol). Reaction SMILES: [Br:1][C:2]1[N:7]=[C:6]([C:8](O)=O)[C:5]([O:11]C)=[CH:4][CH:3]=1.[F:13][C:14]1[CH:19]=[CH:18][CH:17]=[C:16]([NH2:20])[C:15]=1[NH2:21].C([O-])([O-])=O.[Na+].[Na+]>>[Br:1][C:2]1[N:7]=[C:6]([C:8]2[NH:20][C:16]3[CH:17]=[CH:18][CH:19]=[C:14]([F:13])[C:15]=3[N:21]=2)[C:5]([OH:11])=[CH:4][CH:3]=1 |f:2.3.4|. Isolated yield 36.8%. Conditions: temperature 120 celsius, time 14 hour. Reported procedure: A mixture of 6-bromo-3-methoxypicolinic acid (1.84 g, 7.93 mmol) and 3-fluorobenzene-1,2-diamine (1.0 g, 7.93 mmol) was stirred in PPA (3 mL) on a pre-heated oil-bath at 120° C. for 14 h. The mixture was poured to ice-water and basified to pH=8 with Na2CO3. Then the mixture was filtrated to collect the brown solid as 6-bromo-2-(4-fluoro-1H-benzo[d]imidazol-2-yl)pyridin-3-ol (900 mg, yield: 37%). The filtrated was extracted with ethyl acetate, and the organic layer was washed with brine and dried... The reactants are BrC1=CC=C(C(=N1)C(=O)O)OC (6-bromo-3-methoxypicolinic acid), FC1=C(C(=CC=C1)N)N (3-fluorobenzene-1,2-diamine), ice water, C(=O)([O-])[O-].[Na+].[Na+] (Na2CO3). Reactants: NC1=NC(=CC(=N1)N1CC2=CC(=CC=C2CC1C)C1=CC(=NC=C1)C(=O)O)N1CCN(CC1)C (4-{2-[2-amino-6-(4-methylpiperazin-1-yl)pyrimidin-4-yl]-3-methyl-1,2,3,4-tetrahydroisoquinolin-7-yl}pyridine-2-carboxylic acid), Cl.F[C@@H]1CNCC1 ((S)-(+)-3-fluoropyrrolidine hydrochloride). Product: F[C@@H]1CN(CC1)C(=O)C1=NC=CC(=C1)C1=CC=C2CC(N(CC2=C1)C1=NC(=NC(=C1)N1CCN(CC1)C)N)C (4-[7-(2-{[(3S)-3-fluoropyrrolidin-1-yl]carbonyl}pyridin-4-yl)-3-methyl-3,4-dihydroisoquinolin-2(1H)-yl]-6-(4-methylpiperazin-1-yl)pyrimidin-2-amine). As a reaction SMILES: [NH2:1][C:2]1[N:7]=[C:6]([N:8]2[CH:17]([CH3:18])[CH2:16][C:15]3[C:10](=[CH:11][C:12]([C:19]4[CH:24]=[CH:23][N:22]=[C:21]([C:25]([OH:27])=O)[CH:20]=4)=[CH:13][CH:14]=3)[CH2:9]2)[CH:5]=[C:4]([N:28]2[CH2:33][CH2:32][N:31]([CH3:34])[CH2:30][CH2:29]2)[N:3]=1.Cl.[F:36][C@H:37]1[CH2:41][CH2:40][NH:39][CH2:38]1>>[F:36][C@H:37]1[CH2:41][CH2:40][N:39]([C:25]([C:21]2[CH:20]=[C:19]([C:12]3[CH:11]=[C:10]4[C:15]([CH2:16][CH:17]([CH3:18])[N:8]([C:6]5[CH:5]=[C:4]([N:28]6[CH2:29][CH2:30][N:31]([CH3:34])[CH2:32][CH2:33]6)[N:3]=[C:2]([NH2:1])[N:7]=5)[CH2:9]4)=[CH:14][CH:13]=3)[CH:24]=[CH:23][N:22]=2)=[O:27])[CH2:38]1 |f:1.2|. Procedure: This compound was prepared by using procedures analogous to those described for the synthesis of Example 61A starting from 4-{2-[2-amino-6-(4-methylpiperazin-1-yl)pyrimidin-4-yl]-3-methyl-1,2,3,4-tetrahydroisoquinolin-7-yl}pyridine-2-carboxylic acid (Example 61A, Step 2) and (S)-(+)-3-fluoropyrrolidine hydrochloride (Oakwood, Cat. No. 013157). LCMS (M+H)+: m/z=531.2. Reactants: CCOC(=O)c1ccc(Nc2nc(Br)cn3ccnc23)cc1, CCO, [Na+], [OH-]. The product is O=C(O)c1ccc(Nc2nc(Br)cn3ccnc23)cc1. Reaction SMILES: [CH2:1]([CH3:2])[O:3][C:4]([c:5]1[cH:6][cH:7][c:8]([NH:11][c:12]2[c:13]3[n:14]([cH:15][c:16]([Br:18])[n:17]2)[cH:19][cH:20][n:21]3)[cH:9][cH:10]1)=[O:22].[CH3:25][CH2:26][OH:27].[Na+:24].[OH-:23]>>[O:3]=[C:4]([c:5]1[cH:6][cH:7][c:8]([NH:11][c:12]2[c:13]3[n:14]([cH:15][c:16]([Br:18])[n:17]2)[cH:19][cH:20][n:21]3)[cH:9][cH:10]1)[OH:22]. The reactants are CCc1cccc(C(=O)O)c1, CO, O, O=S(=O)(O)O. Yields the product CCc1cccc(C(=O)OC)c1. RXN SMILES: [CH2:6]([CH3:7])[c:8]1[cH:9][c:10]([C:11](=[O:12])[OH:13])[cH:14][cH:15][cH:16]1.[CH3:17][OH:18].[OH2:19].[S:1](=[O:2])(=[O:3])([OH:4])[OH:5]>>[CH2:6]([CH3:7])[c:8]1[cH:9][c:10]([C:11](=[O:12])[O:13][CH3:17])[cH:14][cH:15][cH:16]1.